Task: describe an organic reaction: reactants, conditions, products, and yield. Dataset: the Open Reaction Database (ORD), a public repository of structured organic reaction records Reactants: CC(N)c1ccccc1, CCOC(=O)N1CCC(=O)C(OC)C1, CCO, CO, [H][H], c1ccsc1. Product: CCOC(=O)N1CCC(NC(C)c2ccccc2)C(OC)C1. As a reaction SMILES: [CH3:15][CH:16]([NH2:17])[c:18]1[cH:19][cH:20][cH:21][cH:22][cH:23]1.[CH3:1][O:2][CH:3]1[CH2:4][N:5]([C:10](=[O:11])[O:12][CH2:13][CH3:14])[CH2:6][CH2:7][C:8]1=[O:9].[CH3:31][CH2:32][OH:33].[CH3:34][OH:35].[H:29][H:30].[cH:24]1[cH:25][s:26][cH:27][cH:28]1>>[CH3:1][O:2][CH:3]1[CH2:4][N:5]([C:10](=[O:11])[O:12][CH2:13][CH3:14])[CH2:6][CH2:7][CH:8]1[NH:17][CH:16]([CH3:15])[c:18]1[cH:19][cH:20][cH:21][cH:22][cH:23]1.